From a dataset of the Open Reaction Database (ORD), a public repository of structured organic reaction records. describe an organic reaction: reactants, conditions, products, and yield Starting materials: C(C)(C)N(C(C)C)CC (N,N-diisopropylethylamine), FC(C(=O)O)(F)F (trifluoroacetic acid), N1CC(C1)NC(OC(C)(C)C)=O (t-butyl azetidin-3-ylcarbamate), C(C)(=O)Cl (acetyl chloride). Solvent: C(Cl)Cl (methylene chloride), C(Cl)Cl (methylene chloride), C(C)(=O)OCC (ethyl acetate). Run at time 2 day. Product: FC(C(=O)O)(F)F.N1CC(C1)NC(C)=O (N-(azetidin-3-yl)acetamide trifluoroacetate). As a reaction SMILES: [NH:1]1[CH2:4][CH:3]([NH:5][C:6](=[O:12])OC(C)(C)C)[CH2:2]1.[CH:13](N(CC)C(C)C)(C)C.C(Cl)(=O)C.[F:26][C:27]([F:32])([F:31])[C:28]([OH:30])=[O:29]>C(Cl)Cl.C(OCC)(=O)C>[F:26][C:27]([F:32])([F:31])[C:28]([OH:30])=[O:29].[NH:1]1[CH2:4][CH:3]([NH:5][C:6](=[O:12])[CH3:13])[CH2:2]1 |f:6.7|. Procedure details: 100 mg of t-butyl azetidin-3-ylcarbamate was dissolved in 5 ml of methylene chloride, and 225 mg of N,N-diisopropylethylamine was added. Under ice-cooling, the reaction mixture was added with 68 mg of acetyl chloride, and stirred at room temperature for 2 days. The reaction solution was diluted with ethyl acetate, and the organic layer was washed with 5% citric acid aqueous solution and brine in turn, and dried over magnesium sulfate. The solvent was distilled off under reduced pressure to obtai... As a reaction SMILES: [CH3:1][C:2]1[C:11]2[CH2:10][CH2:9][CH2:8][CH2:7][C:6]=2[N:5]=[CH:4][CH:3]=1.C[Si]([N:16]=[C:17]=[S:18])(C)C>C1(C)C=CC=CC=1>[CH3:1][C:2]1[C:11]2[CH2:10][CH2:9][CH2:8][CH:7]([C:17](=[S:18])[NH2:16])[C:6]=2[N:5]=[CH:4][CH:3]=1. Run in C1(=CC=CC=C1)C (toluene), C1(=CC=CC=C1)C (toluene). Reactants: CC1=CC=NC=2CCCCC12 (4-methyl-5,6,7,8-tetrahydroquinoline), C[Si](C)(C)N=C=S (trimethylsilyl isothio-cyanate). Procedure details: 1.55M n-Butyl lithium in hexane (35.5 ml. 55mM) at 0° C. under argon was heated with a solution of N-benzylidine-tert-butylamine (8.85 g, 50mM) in toluene (40 ml) to form lithium N-t-butyl-N-(1-phenylpentyl) amide. After 2 hours a solution of 4-methyl-5,6,7,8-tetrahydroquinoline (7.35 g, 50mM) in toluene (10 ml) was added and after a further 0.5 hours the mixture was heated with a solution of trimethylsilyl isothio-cyanate (7.7 g, 55mM) in toluene (10 ml). After 0.5 hours the reaction was quench... The yield is 70.9%. Product: CC1=CC=NC=2C(CCCC12)C(N)=S (4-Methyl-5,6,7,8-tetrahydroquinoline-8-thiocarboxamide). The product is Cl.C1(=CC=CC=C1)N1CCN(CC1)CCNC1=C(C(=O)N2CCOCC2)C=CC=C1 (N-(2-[2-(1-phenyl-4-piperazinyl)ethylamino]benzoyl) morpholine hydrochloride). Solvent: O (water), O (water). The reactants are [NH4+].[OH-] (NH4OH), NC1CN(CCO1)C(C1=CC=CC=C1)=O (o-Aminobenzoylmorpholine), Cl.C1(=CC=CC=C1)C(CCl)N1CCNCC1 (phenylpiperazinoethyl chloride hydrochloride), C(C)(=O)[O-].[Na+] (sodium acetate). RXN SMILES: N[CH:2]1[O:7][CH2:6][CH2:5][N:4]([C:8](=[O:15])[C:9]2[CH:14]=[CH:13][CH:12]=[CH:11][CH:10]=2)[CH2:3]1.Cl.[C:17]1([CH:23]([N:26]2[CH2:31][CH2:30][NH:29][CH2:28][CH2:27]2)[CH2:24][Cl:25])[CH:22]=[CH:21][CH:20]=CC=1.[C:32]([O-])(=O)[CH3:33].[Na+].[NH4+:37].[OH-]>O>[ClH:25].[C:23]1([N:26]2[CH2:27][CH2:28][N:29]([CH2:33][CH2:32][NH:37][C:10]3[CH:11]=[CH:12][CH:13]=[CH:14][C:9]=3[C:8]([N:4]3[CH2:5][CH2:6][O:7][CH2:2][CH2:3]3)=[O:15])[CH2:30][CH2:31]2)[CH:24]=[CH:20][CH:21]=[CH:22][CH:17]=1 |f:1.2,3.4,5.6,8.9|. Reported procedure: o-Aminobenzoylmorpholine (9 g), 14 g phenylpiperazinoethyl chloride hydrochloride, 12 g sodium acetate, and 50 ml water were refluxed 24 hours. The reaction was cooled to 30°, 100 ml water and 100 ml NH4OH added and the liquid decanted. The solid was stirred with 125 ml hot 60% propanol and filtered. The solid was dissolved in 1 liter of ether and 120 ml methanol and a solution of HCl gas in ether added to give 6.1 g, m.143-5°. Reactants: COC(C(CC1=CC(=CC=C1)CN(CC1=CC=C(C=C1)N1N=CC=C1)S(=O)(=O)C1=CC=CC=C1)C)=O (3-(3-{[Benzenesulfonyl-(4-pyrazol-1-yl-benzyl)-amino]-methyl}-phenyl)-2-methyl-propionic acid methyl ester). The solvent is CO (MeOH). Yields the product C1(=CC=CC=C1)S(=O)(=O)N(CC1=CC=C(C=C1)N1N=CC=C1)CC=1C=C(C=CC1)CC(C(=O)O)C (3-(3-{[Benzenesulfonyl-(4-pyrazol-1-yl-benzyl)-amino]-methyl}-phenyl)-2-methyl-propionic acid). RXN SMILES: C[O:2][C:3](=[O:36])[CH:4]([CH3:35])[CH2:5][C:6]1[CH:11]=[CH:10][CH:9]=[C:8]([CH2:12][N:13]([S:26]([C:29]2[CH:34]=[CH:33][CH:32]=[CH:31][CH:30]=2)(=[O:28])=[O:27])[CH2:14][C:15]2[CH:20]=[CH:19][C:18]([N:21]3[CH:25]=[CH:24][CH:23]=[N:22]3)=[CH:17][CH:16]=2)[CH:7]=1>CO>[C:29]1([S:26]([N:13]([CH2:12][C:8]2[CH:7]=[C:6]([CH2:5][CH:4]([CH3:35])[C:3]([OH:36])=[O:2])[CH:11]=[CH:10][CH:9]=2)[CH2:14][C:15]2[CH:16]=[CH:17][C:18]([N:21]3[CH:25]=[CH:24][CH:23]=[N:22]3)=[CH:19][CH:20]=2)(=[O:28])=[O:27])[CH:30]=[CH:31][CH:32]=[CH:33][CH:34]=1. Procedure: The title compound was prepared following the method described in Example 1, Step C, from 3-(3-{[benzenesulfonyl-(4-pyrazol-1-yl-benzyl)-amino]-methyl}-phenyl)-2-methyl-propionic acid methyl ester of Step E, except that the hydrolysis was performed in MeOH at reflux over 24 h. 1H NMR (400 MHz, CD3OD) δ 8.14 (m, 1H), 7.90 (m, 2H), 7.69-7.53 (m, 6H), 7.17 (m, 2H), 7.07 (m, 1H), 6.99 (m, 1H), 6.90 (m, 1H), 6.79 (s, 1H), 6.49 (m, 1H), 4.34 (s, 2H), 4.31 (s, 2H), 2.79 (m, 1H), 2.50 (m, 2H), 1.02 (d, ...